From a dataset of the Open Reaction Database (ORD), a public repository of structured organic reaction records. describe an organic reaction: reactants, conditions, products, and yield Reactants: CC(C)(C)C(=O)Cl, CC=CC(OC)C(C)C(OC)C(C)CO, c1ccncc1. Product: CC=CC(OC)C(C)C(OC)C(C)COC(=O)C(C)(C)C. RXN SMILES: [C:16]([C:17]([CH3:18])([CH3:19])[CH3:20])(=[O:21])[Cl:22].[CH3:1][O:2][CH:3]([CH:4]([CH2:5][OH:6])[CH3:7])[CH:8]([CH:9]([CH:10]=[CH:11][CH3:12])[O:13][CH3:14])[CH3:15].[cH:23]1[cH:24][cH:25][n:26][cH:27][cH:28]1>>[CH3:1][O:2][CH:3]([CH:4]([CH2:5][O:6][C:16]([C:17]([CH3:18])([CH3:19])[CH3:20])=[O:21])[CH3:7])[CH:8]([CH:9]([CH:10]=[CH:11][CH3:12])[O:13][CH3:14])[CH3:15].